From a dataset of the Open Reaction Database (ORD), a public repository of structured organic reaction records. describe an organic reaction: reactants, conditions, products, and yield Reactants: C(C1=CC=CC=C1)N1C(C=C(C=C1)CCC(=O)OCC)=O (ethyl β-(N-benzyl-2-oxo-4-pyridyl)propionate), C(C)OC=O (ethylformate), [H-].[Na+] (sodium hydride). Run in oil, C(OC)COC (dimethoxyethane). Reaction conditions: temperature 0 celsius. The product is C(=O)C(C(=O)OCC)CC1=CC(N(C=C1)CC1=CC=CC=C1)=O (ethyl α-formyl-β-(N-benzyl-2-oxo-4-pyridyl)propionate). The yield is 67.7%. As a reaction SMILES: [H-].[Na+].[CH2:3]([N:10]1[CH:15]=[CH:14][C:13]([CH2:16][CH2:17][C:18]([O:20][CH2:21][CH3:22])=[O:19])=[CH:12][C:11]1=[O:23])[C:4]1[CH:9]=[CH:8][CH:7]=[CH:6][CH:5]=1.[CH2:24]([O:26]C=O)C>C(COC)OC>[CH:24]([CH:17]([CH2:16][C:13]1[CH:14]=[CH:15][N:10]([CH2:3][C:4]2[CH:5]=[CH:6][CH:7]=[CH:8][CH:9]=2)[C:11](=[O:23])[CH:12]=1)[C:18]([O:20][CH2:21][CH3:22])=[O:19])=[O:26] |f:0.1|. Procedure: To a cooled (0° C.), stirred suspension of 50% sodium hydride in oil (6.37 g) in dimethoxyethane (80 ml) was added dropwise over 25 minutes a mixture of ethyl β-(N-benzyl-2-oxo-4-pyridyl)propionate (30.29 g) and ethylformate (11.80 g), whilst maintaining the reaction temperature between 5°-8° C. The reaction mixture was allowed to warm slowly to room temperature overnight and then was poured on to ice. A brown solution formed which was extracted successively with petroleum ether (40°-60° C.) (60...